This data is from the Open Reaction Database (ORD), a public repository of structured organic reaction records. The task is: describe an organic reaction: reactants, conditions, products, and yield Reactants: C1(CCCCC1)C[C@@H](C(=O)OC)[C@@H](CCC)O (Methyl (2R,3R)-2-cyclohexylmethyl-3-hydroxyhexanoate), O.[OH-].[Li+] (lithium hydroxide monohydrate). Run in C1CCOC1.CO.O (THF MeOH-H2O). Run at temperature 25 celsius, time 18 hour. Product: C1(CCCCC1)C[C@@H](C(=O)O)[C@@H](CCC)O ((2R,3R)-2-cyclohexylmethyl-3-hydroxyhexanoic acid). Isolated yield 94.1%. As a reaction SMILES: [CH:1]1([CH2:7][C@H:8]([C@H:13]([OH:17])[CH2:14][CH2:15][CH3:16])[C:9]([O:11]C)=[O:10])[CH2:6][CH2:5][CH2:4][CH2:3][CH2:2]1.O.[OH-].[Li+]>C1COCC1.CO.O>[CH:1]1([CH2:7][C@H:8]([C@H:13]([OH:17])[CH2:14][CH2:15][CH3:16])[C:9]([OH:11])=[O:10])[CH2:6][CH2:5][CH2:4][CH2:3][CH2:2]1 |f:1.2.3,4.5.6|. Procedure: Methyl (2R,3R)-2-cyclohexylmethyl-3-hydroxyhexanoate (3.44 g, 14.2 mmol) is dissolved in 3:1:1 THF-MeOH-H2O (35 mL). To this is added lithium hydroxide monohydrate (1.79 g, 42.6 mmol). The reaction mixture is stirred for 18 h at 25° C. and the mixture is then extracted with ether. The aqueous layer is acidified with solid sodium bisulfate and then extracted with two 250-mL portions of ether. The combined organics are washed with saturated aqueous sodium chloride, dried over sodium sulfate, and c... Starting materials: FC(CO)(F)F (2,2,2-trifluoroethanol), N1C[C@@H](CC1)C#N ((R)-pyrrolidine-3-carbonitrile), C(=O)(OC(C)(C)C)N[C@H](C(C)(C)C)C(=O)O (Boc-D-tert-leucine), C(C)#N (acetonitrile), N1CCCC1 (pyrrolidine), CC(C)(C)OC(=O)N[C@H](C1CC1)C(=O)O (Boc-D-cyclopropyl glycine), [F-].[Cs+] (CsF). Yields the product C(#N)[C@H]1CN(CC1)C([C@@H](C1CC1)NC(=O)C1=CNC2=NC=C(N=C21)C2CC2)=O (2-Cyclopropyl-5H-pyrrolo[2,3-b]pyrazine-7-carboxylic acid [(R)-2-((R)-3-cyano-pyrrolidin-1-yl)-1-cyclopropyl-2-oxo-ethyl]-amide). As a reaction SMILES: [NH:1]1[CH2:5][CH2:4][C@@H:3]([C:6]#[N:7])[CH2:2]1.[NH:8]1[CH2:12][CH2:11][CH2:10][CH2:9]1.CC(O[C:18]([NH:20][C@@H:21]([C:25]([OH:27])=O)[CH:22]1[CH2:24][CH2:23]1)=[O:19])(C)C.C([NH:35][C@@H:36]([C:41](O)=O)[C:37]([CH3:40])([CH3:39])C)(OC(C)(C)C)=O.FC(F)(F)CO.[F-].[Cs+].C(#[N:54])C>>[C:6]([C@@H:3]1[CH2:4][CH2:5][N:1]([C:25](=[O:27])[C@H:21]([NH:20][C:18]([C:10]2[C:11]3[C:12](=[N:54][CH:41]=[C:36]([CH:37]4[CH2:39][CH2:40]4)[N:35]=3)[NH:8][CH:9]=2)=[O:19])[CH:22]2[CH2:23][CH2:24]2)[CH2:2]1)#[N:7] |f:5.6|. Reported procedure: Prepared according to the procedure outlined in Example 1 substituting (R)-pyrrolidine-3-carbonitrile for pyrrolidine and Boc-D-cyclopropyl glycine for Boc-D-tert-leucine. N-Boc deprotection in step 2 was achieved using 2,2,2-trifluoroethanol in a microwave reactor. SEM deprotection in step 4 was achieved using CsF in refluxing acetonitrile. MS: (M+H)+=379. Starting materials: Cc1cc2ncc3cc(-c4ccccc4)c(-c4ccc(CN5CCC(C(=O)NCC(=O)OC(C)(C)C)CC5)cc4)nc3n2n1, CO, ClCCl, O=C(O)C(F)(F)F, N#N. Product: O=C(O)C(F)(F)F, Cc1cc2ncc3cc(-c4ccccc4)c(-c4ccc(CN5CCC(C(=O)NCC(=O)O)CC5)cc4)nc3n2n1. As a reaction SMILES: [C:1]([CH3:2])([CH3:3])([CH3:4])[O:5][C:6]([CH2:7][NH:8][C:9](=[O:10])[CH:11]1[CH2:12][CH2:13][N:14]([CH2:17][c:18]2[cH:19][cH:20][c:21](-[c:24]3[c:25](-[c:38]4[cH:39][cH:40][cH:41][cH:42][cH:43]4)[cH:26][c:27]4[cH:28][n:29][c:30]5[n:31]([c:32]4[n:33]3)[n:34][c:35]([CH3:37])[cH:36]5)[cH:22][cH:23]2)[CH2:15][CH2:16]1)=[O:44].[CH3:57][OH:58].[Cl:54][CH2:55][Cl:56].[F:45][C:46]([C:47](=[O:48])[OH:49])([F:50])[F:51].[N:52]#[N:53]>>[F:45][C:46]([C:47](=[O:48])[OH:49])([F:50])[F:51].[O:5]=[C:6]([CH2:7][NH:8][C:9](=[O:10])[CH:11]1[CH2:12][CH2:13][N:14]([CH2:17][c:18]2[cH:19][cH:20][c:21](-[c:24]3[c:25](-[c:38]4[cH:39][cH:40][cH:41][cH:42][cH:43]4)[cH:26][c:27]4[cH:28][n:29][c:30]5[n:31]([c:32]4[n:33]3)[n:34][c:35]([CH3:37])[cH:36]5)[cH:22][cH:23]2)[CH2:15][CH2:16]1)[OH:44]. The reactants are CC(C)(C)OC(=O)C=Cc1ncccc1N=C=Nc1cccc(C(F)(F)F)c1, Fc1ccc(N2CCNCC2)cc1. Yields the product CC(C)(C)OC(=O)CC1c2ncccc2N=C(N2CCN(c3ccc(F)cc3)CC2)N1c1cccc(C(F)(F)F)c1. RXN SMILES: [F:1][C:2]([c:3]1[cH:4][c:5]([N:9]=[C:10]=[N:11][c:12]2[c:13]([CH:18]=[CH:19][C:20](=[O:21])[O:22][C:23]([CH3:24])([CH3:25])[CH3:26])[n:14][cH:15][cH:16][cH:17]2)[cH:6][cH:7][cH:8]1)([F:27])[F:28].[F:29][c:30]1[cH:31][cH:32][c:33]([N:36]2[CH2:37][CH2:38][NH:39][CH2:40][CH2:41]2)[cH:34][cH:35]1>>[F:1][C:2]([c:3]1[cH:4][c:5]([N:9]2[C:10]([N:39]3[CH2:38][CH2:37][N:36]([c:33]4[cH:32][cH:31][c:30]([F:29])[cH:35][cH:34]4)[CH2:41][CH2:40]3)=[N:11][c:12]3[c:13]([n:14][cH:15][cH:16][cH:17]3)[CH:18]2[CH2:19][C:20](=[O:21])[O:22][C:23]([CH3:24])([CH3:25])[CH3:26])[cH:6][cH:7][cH:8]1)([F:27])[F:28]. Starting materials: NC1=CC=C(C(=O)NC2=CC=C(C=C2)N)C=C1 (4,4'-Diaminobenzanilide), C(C1=CC=CC=C1)N=C=S (benzylisothiocyanate). Solvent: CC(=O)C (acetone). Conditions: temperature 55 celsius, time 10 minute. Yields the product C(C1=CC=CC=C1)NC(=S)NC1=CC=C(C(=O)NC2=CC=C(C=C2)NC(NCC2=CC=CC=C2)=S)C=C1 (4,4'-di(benzylthiocarbamoylamino)benzanilide). Isolated yield 43.4%. Reaction SMILES: [NH2:1][C:2]1[CH:17]=[CH:16][C:5]([C:6]([NH:8][C:9]2[CH:14]=[CH:13][C:12]([NH2:15])=[CH:11][CH:10]=2)=[O:7])=[CH:4][CH:3]=1.[CH2:18]([N:25]=[C:26]=[S:27])[C:19]1[CH:24]=[CH:23][CH:22]=[CH:21][CH:20]=1>CC(C)=O>[CH2:18]([NH:25][C:26]([NH:1][C:2]1[CH:17]=[CH:16][C:5]([C:6]([NH:8][C:9]2[CH:14]=[CH:13][C:12]([NH:15][C:26](=[S:27])[NH:25][CH2:18][C:19]3[CH:24]=[CH:23][CH:22]=[CH:21][CH:20]=3)=[CH:11][CH:10]=2)=[O:7])=[CH:4][CH:3]=1)=[S:27])[C:19]1[CH:24]=[CH:23][CH:22]=[CH:21][CH:20]=1. Procedure: 4,4'-Diaminobenzanilide (0.568 g, 2.5 mM) was dissolved in 20 ml of acetone, and 2 equivalents of benzylisothiocyanate (0.746 g, 5 mM) was added. The mixture was stirred at 55° C. for 10 minutes. After cooling, the reaction mixture was filtered, and washed with acetone/n-hexane to obtain 0.57 g (43.4% yield) of a colorless crystal of compound A-16.